From a dataset of the Open Reaction Database (ORD), a public repository of structured organic reaction records. describe an organic reaction: reactants, conditions, products, and yield Reactants: Cc1c(CCN2CCCC(CC3CCCCC3)C2)c2cc(N)ccc2n1C(=O)c1ccccc1, C=O, O=CO. Yields the product CNc1ccc2c(c1)c(CCN1CCCC(CC3CCCCC3)C1)c(C)n2C(=O)c1ccccc1. As a reaction SMILES: [C:1]([c:2]1[cH:3][cH:4][cH:5][cH:6][cH:7]1)(=[O:8])[n:9]1[c:10]([CH3:34])[c:11]([CH2:19][CH2:20][N:21]2[CH2:22][CH:23]([CH2:27][CH:28]3[CH2:29][CH2:30][CH2:31][CH2:32][CH2:33]3)[CH2:24][CH2:25][CH2:26]2)[c:12]2[cH:13][c:14]([NH2:18])[cH:15][cH:16][c:17]12.[CH2:35]=[O:36].[CH:37]([OH:38])=[O:39]>>[C:1]([c:2]1[cH:3][cH:4][cH:5][cH:6][cH:7]1)(=[O:8])[n:9]1[c:10]([CH3:34])[c:11]([CH2:19][CH2:20][N:21]2[CH2:22][CH:23]([CH2:27][CH:28]3[CH2:29][CH2:30][CH2:31][CH2:32][CH2:33]3)[CH2:24][CH2:25][CH2:26]2)[c:12]2[cH:13][c:14]([NH:18][CH3:35])[cH:15][cH:16][c:17]12. Reactants: S(=O)(=O)(Cl)Cl (sulfonyl chloride), C1(=CC=CC=C1)C=1N=CSC1N1C(C=2C(C1=O)=CC=CC2)=O (4-phenyl-5-phthalimido-thiazole), N (ammonia). Solvent: ClCCl (dichloromethane), CO (methanol). Run at time 15 hour. The product is NC1=C(N=C(S1)S(=O)(=O)N)C1=CC=CC=C1 (5-amino-2-(aminosulfonyl)-4-phenylthiazole), NC1=C(N=CS1)C1=CC=CC=C1 (5-amino-4-phenylthiazole). Isolated yield 16.0%. Reaction SMILES: [S:1](Cl)(Cl)(=[O:3])=[O:2].[C:6]1([C:12]2[N:13]=[CH:14][S:15][C:16]=2[N:17]2C(=O)C3=CC=CC=C3C2=O)[CH:11]=[CH:10][CH:9]=[CH:8][CH:7]=1.[NH3:28]>ClCCl.CO>[NH2:17][C:16]1[S:15][C:14]([S:1]([NH2:28])(=[O:3])=[O:2])=[N:13][C:12]=1[C:6]1[CH:11]=[CH:10][CH:9]=[CH:8][CH:7]=1.[NH2:17][C:16]1[S:15][CH:14]=[N:13][C:12]=1[C:6]1[CH:11]=[CH:10][CH:9]=[CH:8][CH:7]=1. Procedure: The crude mixture of sulfonyl chloride with 4-phenyl-5-phthalimido-thiazole (231 mg) in dichloromethane (10 ml) was treated with ammonia in methanol (900 μl, 2.0 M) dropwise at ambient temperature. After 10 min the mixture was concentrated in vacuo. The residue was suspended in ethanol (10 ml), treated with ethanolic hydrazine (660 μl, 1.0 M, 660 μl mol) and heated to reflux. After 1.5 hr a further portion of ethanolic hydrazine was added (660 μl, 1.0 M, 660 μmol) and reflux continued for 15 hr.... Reactants: O=C(OCc1ccccc1)ON1C(=O)CCC1=O, CO, Cl, NC1CCC(O)CC1. The product is O=C(NC1CCC(O)CC1)OCc1ccccc1. RXN SMILES: [CH2:9]([c:10]1[cH:11][cH:12][cH:13][cH:14][cH:15]1)[O:16][C:17](=[O:18])[O:19][N:20]1[C:21](=[O:22])[CH2:23][CH2:24][C:25]1=[O:26].[CH3:28][OH:29].[ClH:27].[NH2:1][CH:2]1[CH2:3][CH2:4][CH:5]([OH:8])[CH2:6][CH2:7]1>>[NH:1]([CH:2]1[CH2:3][CH2:4][CH:5]([OH:8])[CH2:6][CH2:7]1)[C:17]([O:16][CH2:9][c:10]1[cH:11][cH:12][cH:13][cH:14][cH:15]1)=[O:18]. The reactants are C(C)(C)N(C(C)C)CC (N,N-diisopropylethylamine), FC(OC1=C(C=C(CNC(=O)[C@@H]2N(CCNC2)S(=O)(=O)C2=CC=C(C=C2)OC(F)(F)F)C=C1)F)F ((R)-1-(4-trifluoromethoxy-benzenesulfonyl)-piperazine-2-carboxylic acid 4-difluoromethoxy-3-fluoro-benzylamide), ClC=1SC2=C(N=C(N=C2Cl)C(F)(F)F)N1 (2,7-dichloro-5-trifluoromethyl-thiazolo[4,5-d]pyrimidine). Solvent: C(Cl)(Cl)Cl (chloroform). Yields the product FC(OC1=C(C=C(CNC(=O)[C@@H]2N(CCN(C2)C=2SC3=C(N=C(N=C3Cl)C(F)(F)F)N2)S(=O)(=O)C2=CC=C(C=C2)OC(F)(F)F)C=C1)F)F ((R)-4-(7-chloro-5-trifluoromethyl-thiazolo[4,5-d]pyrimidin-2-yl)-1-(4-trifluoromethoxy-benzenesulfonyl)-piperazine-2-carboxylic acid 4-difluoromethoxy-3-fluoro-benzylamide). Isolated yield 79.0%. As a reaction SMILES: [F:1][CH:2]([F:35])[O:3][C:4]1[CH:33]=[CH:32][C:7]([CH2:8][NH:9][C:10]([C@H:12]2[CH2:17][NH:16][CH2:15][CH2:14][N:13]2[S:18]([C:21]2[CH:26]=[CH:25][C:24]([O:27][C:28]([F:31])([F:30])[F:29])=[CH:23][CH:22]=2)(=[O:20])=[O:19])=[O:11])=[CH:6][C:5]=1[F:34].C(N(CC)C(C)C)(C)C.Cl[C:46]1[S:47][C:48]2[C:53]([Cl:54])=[N:52][C:51]([C:55]([F:58])([F:57])[F:56])=[N:50][C:49]=2[N:59]=1>C(Cl)(Cl)Cl>[F:35][CH:2]([F:1])[O:3][C:4]1[CH:33]=[CH:32][C:7]([CH2:8][NH:9][C:10]([C@H:12]2[CH2:17][N:16]([C:46]3[S:47][C:48]4[C:53]([Cl:54])=[N:52][C:51]([C:55]([F:58])([F:57])[F:56])=[N:50][C:49]=4[N:59]=3)[CH2:15][CH2:14][N:13]2[S:18]([C:21]2[CH:22]=[CH:23][C:24]([O:27][C:28]([F:29])([F:31])[F:30])=[CH:25][CH:26]=2)(=[O:20])=[O:19])=[O:11])=[CH:6][C:5]=1[F:34]. Reported procedure: To a solution of the compound (796 mg) obtained in Step 5 in chloroform (8 ml) were successively added, with stirring under ice-cooling, N,N-diisopropylethylamine (234 mg) and 2,7-dichloro-5-trifluoromethyl-thiazolo[4,5-d]pyrimidine (414 mg). After stirring at room temperature for 1 hr, the mixture was partitioned by adding chloroform and water. The aqueous layer was extracted with chloroform, and the organic layer was dried over anhydrous magnesium sulfate, filtrated, and concentrated under red... The reactants are Cl (hydrochloric acid), C1(=CC=C(C=C1)S(=O)(=O)Cl)C (p-Toluenesulfonyl chloride), C1C(OCO1)CO (glycerol formal), O1COC(C1)CO ((1,3-dioxacyclopent-4-yl)methanol). The solvent is N1=CC=CC=C1 (pyridine). Conditions: time 20 hour. Yields the product C1(=CC=C(C=C1)S(=O)(=O)OCC1OCOC1)C (1,3-Dioxacyclopent-4-ylmethyl p-Toluenesulfonate). RXN SMILES: [C:1]1([CH3:11])[CH:6]=[CH:5][C:4]([S:7](Cl)(=[O:9])=[O:8])=[CH:3][CH:2]=1.[CH2:12]1[O:16][CH2:15][O:14][CH:13]1[CH2:17][OH:18].Cl>N1C=CC=CC=1>[C:1]1([CH3:11])[CH:6]=[CH:5][C:4]([S:7]([O:18][CH2:17][CH:13]2[CH2:12][O:16][CH2:15][O:14]2)(=[O:9])=[O:8])=[CH:3][CH:2]=1. Procedure: p-Toluenesulfonyl chloride (76.2 g, 0.4 mole) was added to a solution of 104.1 g (1 mole) glycerol formal (a mixture comprised of 67% 1,3-dioxacyclohex-5-ol and 33% (1,3-dioxacyclopent-4-yl)methanol) in 1000 ml. pyridine cooled to 0° C. under nitrogen. After standing at 0° C. for 20 hr. the reaction mixture was allowed to warm to room temperature and added to 1500 ml. of 6N aqueous hydrochloric acid. The resulting mixture was extracted with four 500 ml. portions of ethyl acetate. The combined et... The reactants are CCCC[N+](CCCC)(CCCC)CCCC, CN(C)C=O, ClCCc1c[nH]cn1, Cl, [H-], [I-], O=[N+]([O-])c1ccc(S)cc1, [Na+]. The product is O=[N+]([O-])c1ccc(SCCc2c[nH]cn2)cc1. As a reaction SMILES: [CH2:28]([N+:29]([CH2:30][CH2:31][CH2:32][CH3:33])([CH2:34][CH2:35][CH2:36][CH3:37])[CH2:38][CH2:39][CH2:40][CH3:41])[CH2:42][CH2:43][CH3:44].[CH3:22][N:23]([CH3:24])[CH:25]=[O:26].[Cl:14][CH2:15][CH2:16][c:17]1[n:18][cH:19][nH:20][cH:21]1.[ClH:13].[H-:1].[I-:27].[N+:3](=[O:4])([O-:5])[c:6]1[cH:7][cH:8][c:9]([SH:12])[cH:10][cH:11]1.[Na+:2]>>[N+:3](=[O:4])([O-:5])[c:6]1[cH:7][cH:8][c:9]([S:12][CH2:15][CH2:16][c:17]2[n:18][cH:19][nH:20][cH:21]2)[cH:10][cH:11]1. The reactants are BrB(Br)Br, COc1ccc(-c2cc(C#N)c3c(Br)c(O)ccc3c2)cc1. The product is N#Cc1cc(-c2ccc(O)cc2)cc2ccc(O)c(Br)c12. As a reaction SMILES: [B:23]([Br:24])([Br:25])[Br:26].[Br:1][c:2]1[c:3]([OH:22])[cH:4][cH:5][c:6]2[cH:7][c:8](-[c:14]3[cH:15][cH:16][c:17]([O:20][CH3:21])[cH:18][cH:19]3)[cH:9][c:10]([C:12]#[N:13])[c:11]12>>[Br:1][c:2]1[c:3]([OH:22])[cH:4][cH:5][c:6]2[cH:7][c:8](-[c:14]3[cH:15][cH:16][c:17]([OH:20])[cH:18][cH:19]3)[cH:9][c:10]([C:12]#[N:13])[c:11]12. Reaction SMILES: [Br:1][C:2]1[CH:7]=[CH:6][CH:5]=[CH:4][C:3]=1O.[OH-:9].[Na+].Cl[C:12]1[C:17]([Cl:18])=[CH:16][CH:15]=[CH:14][N:13]=1.C1(C)C=CC=CC=1>[Br-].C([P+](CCCC)(CCCC)CCCC)CCCCCCCCCCCCCCC.C(OCC)(=O)C.O>[Cl:18][C:17]1[C:12]([O:9][C:5]2[CH:6]=[CH:7][C:2]([Br:1])=[CH:3][CH:4]=2)=[N:13][CH:14]=[CH:15][CH:16]=1 |f:1.2,5.6|. The solvent is C(C)(=O)OCC (ethyl acetate), O (water). Procedure: Bromophenol (3.74 g, 22 mmol) is stirred with 50% sodium hydroxide solution (16 mL) for about 1 hour then treated with hexadecyltributylphosphonium bromide (3.25 g, 6.4 mmol), 2.3-dichloro-pyridine (3.2 g, 21.6 mmol) and toluene (15 mL). The mixture is heated to 100° C. for 18 hours, cooled and diluted with ethyl acetate and water. The organic layer is separated, washed with dilute NaOH and saturated NaCl, dried (MgSO4) and concentrated. Flash chromatography (5% EtOAc/hexanes) yielded the title ... Reaction conditions: temperature 100 celsius. Reagents/catalysts: [Br-].C(CCCCCCCCCCCCCCC)[P+](CCCC)(CCCC)CCCC (hexadecyltributylphosphonium bromide). The reactants are ClC1=NC=CC=C1Cl (2.3-dichloro-pyridine), C1(=CC=CC=C1)C (toluene), BrC1=C(C=CC=C1)O (Bromophenol), [OH-].[Na+] (sodium hydroxide). Product: EtOAc hexanes, ClC=1C(=NC=CC1)OC1=CC=C(C=C1)Br (4-(3-Chloropyridin-2-yloxy)bromobenzene). Yield: 5.0%. Reactants: CC1OC1(Cn1cncn1)c1ccc(F)cc1F, O=c1[nH]ccn1-c1ccc(-n2ccnc2)cc1. Yields the product CC(n1ccn(-c2ccc(-n3ccnc3)cc2)c1=O)C(O)(Cn1cncn1)c1ccc(F)cc1F. Reaction SMILES: [F:1][c:2]1[c:3]([C:9]2([CH2:13][n:14]3[n:15][cH:16][n:17][cH:18]3)[O:10][CH:11]2[CH3:12])[cH:4][cH:5][c:6]([F:8])[cH:7]1.[n:19]1(-[c:24]2[cH:25][cH:26][c:27](-[n:30]3[c:31](=[O:35])[nH:32][cH:33][cH:34]3)[cH:28][cH:29]2)[cH:20][n:21][cH:22][cH:23]1>>[F:1][c:2]1[c:3]([C:9]([OH:10])([CH:11]([CH3:12])[n:32]2[c:31](=[O:35])[n:30](-[c:27]3[cH:26][cH:25][c:24](-[n:19]4[cH:20][n:21][cH:22][cH:23]4)[cH:29][cH:28]3)[cH:34][cH:33]2)[CH2:13][n:14]2[n:15][cH:16][n:17][cH:18]2)[cH:4][cH:5][c:6]([F:8])[cH:7]1.